From a dataset of the Open Reaction Database (ORD), a public repository of structured organic reaction records. describe an organic reaction: reactants, conditions, products, and yield The reactants are O, Cc1nc(O)c([N+](=O)[O-])c(C)c1C#N, O=P(Cl)(Cl)Cl. Product: Cc1nc(Cl)c([N+](=O)[O-])c(C)c1C#N. RXN SMILES: [OH2:20].[OH:1][c:2]1[n:3][c:4]([CH3:14])[c:5]([C:6]#[N:7])[c:8]([CH3:13])[c:9]1[N+:10](=[O:11])[O-:12].[P:15]([Cl:16])([Cl:17])([Cl:18])=[O:19]>>[c:2]1([Cl:17])[n:3][c:4]([CH3:14])[c:5]([C:6]#[N:7])[c:8]([CH3:13])[c:9]1[N+:10](=[O:11])[O-:12].